Dataset: the Open Reaction Database (ORD), a public repository of structured organic reaction records. Task: describe an organic reaction: reactants, conditions, products, and yield The reactants are C1CCOC1, CO, [Li+], [OH-], O, O, CCOC(=O)C(CC(C)C)c1cc(Cl)c(OCC2CC2)c(-c2ccc3nonc3c2)c1. Yields the product CC(C)CC(C(=O)O)c1cc(Cl)c(OCC2CC2)c(-c2ccc3nonc3c2)c1. Reaction SMILES: [CH2:38]1[O:39][CH2:40][CH2:41][CH2:42]1.[CH3:32][OH:33].[Li+:36].[OH-:35].[OH2:34].[OH2:37].[n:1]1[o:2][n:3][c:4]2[c:5]1[cH:6][cH:7][c:8](-[c:10]1[cH:11][c:12]([CH:22]([C:23](=[O:24])[O:25][CH2:26][CH3:27])[CH2:28][CH:29]([CH3:30])[CH3:31])[cH:13][c:14]([Cl:21])[c:15]1[O:16][CH2:17][CH:18]1[CH2:19][CH2:20]1)[cH:9]2>>[n:1]1[o:2][n:3][c:4]2[c:5]1[cH:6][cH:7][c:8](-[c:10]1[cH:11][c:12]([CH:22]([C:23](=[O:24])[OH:25])[CH2:28][CH:29]([CH3:30])[CH3:31])[cH:13][c:14]([Cl:21])[c:15]1[O:16][CH2:17][CH:18]1[CH2:19][CH2:20]1)[cH:9]2. The reactants are ice water, OC=1C(=NC(=CC1)OC)OCC(=O)OC (3-hydroxy-6-methoxy-2-(methoxycarbonyl)methoxypyridine), FC1=C(C=C(C(=C1)N1C(N(C(=CC1=O)C(F)(F)F)C)=O)F)[N+](=O)[O-] (2,5-difluoro-4-[3-methyl-2,6-dioxo-4-(trifluoromethyl)-1,2,3,6-tetrahydropyrimidin-1-yl]nitrobenzene), C([O-])([O-])=O.[K+].[K+] (potassium carbonate). Run in CN(C=O)C (N,N-dimethylformamide). Reaction conditions: temperature 70 celsius, time 2 hour. The product is FC1=CC(=C(OC=2C(=NC(=CC2)OC)OCC(=O)OC)C=C1N1C(N(C(=CC1=O)C(F)(F)F)C)=O)[N+](=O)[O-] (3-{4-fluoro-5-[3-methyl-2,6-dioxo-4-(trifluoromethyl)-1,2,3,6-tetrahydropyrimidin-1-yl]-2-nitrophenoxy}-6-methoxy-2-(methoxycarbonyl)methoxypyridine). As a reaction SMILES: [OH:1][C:2]1[C:3]([O:10][CH2:11][C:12]([O:14][CH3:15])=[O:13])=[N:4][C:5]([O:8][CH3:9])=[CH:6][CH:7]=1.F[C:17]1[CH:22]=[C:21]([N:23]2[C:28](=[O:29])[CH:27]=[C:26]([C:30]([F:33])([F:32])[F:31])[N:25]([CH3:34])[C:24]2=[O:35])[C:20]([F:36])=[CH:19][C:18]=1[N+:37]([O-:39])=[O:38].C(=O)([O-])[O-].[K+].[K+]>CN(C)C=O>[F:36][C:20]1[C:21]([N:23]2[C:28](=[O:29])[CH:27]=[C:26]([C:30]([F:33])([F:32])[F:31])[N:25]([CH3:34])[C:24]2=[O:35])=[CH:22][C:17]([O:1][C:2]2[C:3]([O:10][CH2:11][C:12]([O:14][CH3:15])=[O:13])=[N:4][C:5]([O:8][CH3:9])=[CH:6][CH:7]=2)=[C:18]([N+:37]([O-:39])=[O:38])[CH:19]=1 |f:2.3.4|. Procedure: To a mixture of 3-hydroxy-6-methoxy-2-(methoxycarbonyl)methoxypyridine, 2,5-difluoro-4-[3-methyl-2,6-dioxo-4-(trifluoromethyl)-1,2,3,6-tetrahydropyrimidin-1-yl]nitrobenzene and N,N-dimethylformamide is added potassium carbonate, and the mixture is stirred for 2 hours at 70° C. The reaction solution is cooled to room temperature, then, poured into ice water, and extracted with ethyl acetate. The organic layer is washed with saturated saline, dried over anhydrous magnesium sulfate, and concentrate... The reactants are COC(=O)C(=O)N(Cc1ccccc1)c1cc(-c2ccc(OC(F)(F)F)cc2)ccc1OCc1ccc(C(C)(C)C)cc1, CO, Cl, [Na+], C1CCOC1, [OH-]. Yields the product CC(C)(C)c1ccc(COc2ccc(-c3ccc(OC(F)(F)F)cc3)cc2N(Cc2ccccc2)C(=O)C(=O)O)cc1. RXN SMILES: [CH2:1]([c:2]1[cH:3][cH:4][cH:5][cH:6][cH:7]1)[N:8]([C:9]([C:10](=[O:11])[O:12][CH3:13])=[O:14])[c:15]1[cH:16][c:17](-[c:33]2[cH:34][cH:35][c:36]([O:39][C:40]([F:41])([F:42])[F:43])[cH:37][cH:38]2)[cH:18][cH:19][c:20]1[O:21][CH2:22][c:23]1[cH:24][cH:25][c:26]([C:29]([CH3:30])([CH3:31])[CH3:32])[cH:27][cH:28]1.[CH3:44][OH:45].[ClH:48].[Na+:47].[O:49]1[CH2:50][CH2:51][CH2:52][CH2:53]1.[OH-:46]>>[CH2:1]([c:2]1[cH:3][cH:4][cH:5][cH:6][cH:7]1)[N:8]([C:9]([C:10](=[O:11])[OH:12])=[O:14])[c:15]1[cH:16][c:17](-[c:33]2[cH:34][cH:35][c:36]([O:39][C:40]([F:41])([F:42])[F:43])[cH:37][cH:38]2)[cH:18][cH:19][c:20]1[O:21][CH2:22][c:23]1[cH:24][cH:25][c:26]([C:29]([CH3:30])([CH3:31])[CH3:32])[cH:27][cH:28]1. Reactants: CC(C)C(Br)C(=O)Cl, COc1cc2c(cc1OC)CNCC2, CN(C)c1ccncc1, ClC(Cl)Cl, Cl, c1ccncc1. Product: COc1cc2c(cc1OC)CN(C(=O)C(Br)C(C)C)CC2. As a reaction SMILES: [Br:1][CH:2]([C:3](=[O:4])[Cl:5])[CH:6]([CH3:7])[CH3:8].[CH3:16][O:17][c:18]1[cH:19][c:20]2[c:25]([cH:26][c:27]1[O:28][CH3:29])[CH2:24][NH:23][CH2:22][CH2:21]2.[CH3:30][N:31]([c:32]1[cH:33][cH:34][n:35][cH:36][cH:37]1)[CH3:38].[CH:39]([Cl:40])([Cl:41])[Cl:42].[ClH:15].[cH:9]1[cH:10][cH:11][n:12][cH:13][cH:14]1>>[Br:1][CH:2]([C:3](=[O:4])[N:23]1[CH2:22][CH2:21][c:20]2[cH:19][c:18]([O:17][CH3:16])[c:27]([O:28][CH3:29])[cH:26][c:25]2[CH2:24]1)[CH:6]([CH3:7])[CH3:8].